Dataset: the Open Reaction Database (ORD), a public repository of structured organic reaction records. Task: describe an organic reaction: reactants, conditions, products, and yield Reaction conditions: temperature 60 celsius. The product is [N+](=O)([O-])C=1C=CC2=C(N(C(=N2)C2=CC=C(C=C2)N)O)C1 (6-nitro-2-(4-aminophenyl)-1-hydroxybenzimidazole). Isolated yield 90.0%. The reactants are NC1=CC=C(CNC2=C(C=C(C=C2)[N+](=O)[O-])[N+](=O)[O-])C=C1 (N-(4-aminobenzyl)-2,4-dinitroaniline), C[O-].[Na+] (sodium methoxide), C(CC(O)(C(=O)O)CC(=O)O)(=O)O (citric acid). As a reaction SMILES: [NH2:1][C:2]1[CH:21]=[CH:20][C:5]([CH2:6][NH:7][C:8]2[CH:13]=[CH:12][C:11]([N+:14]([O-:16])=[O:15])=[CH:10][C:9]=2[N+:17]([O-])=[O:18])=[CH:4][CH:3]=1.C[O-].[Na+].C(O)(=O)CC(CC(O)=O)(C(O)=O)O>CCO.CN(C=O)C.O>[N+:14]([C:11]1[CH:12]=[CH:13][C:8]2[N:7]=[C:6]([C:5]3[CH:20]=[CH:21][C:2]([NH2:1])=[CH:3][CH:4]=3)[N:17]([OH:18])[C:9]=2[CH:10]=1)([O-:16])=[O:15] |f:1.2|. Procedure: To a solution of N-(4-aminobenzyl)-2,4-dinitroaniline (7) (21.6 g, 74.9 mmol) in anhydrous EtOH (300 mL) and anhydrous DMF (75 mL) was slowly added sodium methoxide (30% w/w) (69.1 g, 375 mmol) at room temperature under argon atmosphere, followed by heating to 60° C. for 2 hours. After cooling to ambient termperature, the solution was diluted with water (700 mL) and then acidified with saturated citric acid. The resulting precipitate was collected on a sintered funnel while rinsing with water. T... Run in CCO (EtOH), CN(C)C=O (DMF), O (water). The reactants are ClC(C)C=1N=CSC1 (4-(α-chloroethyl)thiazole), [C-]#N.[Na+] (sodium cyanide), CS(=O)C (dimethylsulfoxide). The product is S1C=NC(=C1)C(C#N)C (α-(4-thiazolyl)propionitrile). RXN SMILES: Cl[CH:2]([C:4]1[N:5]=CSC=1)[CH3:3].[C-:9]#[N:10].[Na+].[CH3:12][S:13]([CH3:15])=O>>[S:13]1[CH:15]=[C:9]([CH:2]([CH3:3])[C:4]#[N:5])[N:10]=[CH:12]1 |f:1.2|. Reported procedure: A solution of 7.8 g. of 4-(α-chloroethyl)thiazole is added dropwise to a suspension of 5.2 g. of sodium cyanide in 100 ml. of dimethylsulfoxide. The mixture is heated at 50° for two hours, then diluted with 150 ml. of a 5% aqueous sodium carbonate solution and extracted with ether. The extract is dried and concentrated to give α-(4-thiazolyl)propionitrile. Yields the product C1(=CC=CC=C1)N1CCN(CC1)CC1=CC=C(C=C1)C1(CC1)NC(C)=O (N-(1-(4-((4-Phenylpiperazin-1-yl)methyl)phenyl)cyclopropyl)acetamide). RXN SMILES: [C:1]1([N:7]2[CH2:12][CH2:11][N:10]([CH2:13][C:14]3[CH:19]=[CH:18][C:17]([C:20]4(C(O)=O)[CH2:22][CH2:21]4)=[CH:16][CH:15]=3)[CH2:9][CH2:8]2)[CH:6]=[CH:5][CH:4]=[CH:3][CH:2]=1.C(Cl)(=O)[O:27][CH2:28][CH3:29].[N-:32]=[N+]=[N-].[Na+].C[Mg]Br>O1CCCC1.O.C1C=CC=CC=1.CO.C(OCC)(=O)C.C(N(CC)CC)C>[C:1]1([N:7]2[CH2:8][CH2:9][N:10]([CH2:13][C:14]3[CH:19]=[CH:18][C:17]([C:20]4([NH:32][C:28](=[O:27])[CH3:29])[CH2:22][CH2:21]4)=[CH:16][CH:15]=3)[CH2:11][CH2:12]2)[CH:6]=[CH:5][CH:4]=[CH:3][CH:2]=1 |f:2.3|. Run in CO (methanol), O (water), O1CCCC1 (tetrahydrofuran), C(C)N(CC)CC (triethylamine), O (water), C(C)(=O)OCC (ethyl acetate), O (water), C1=CC=CC=C1 (benzene). Procedure: To a solution of (4-((4-phenylpiperazin-1-yl)methyl)-phenylcyclopropanecarboxylic acid (1.0 g) and triethylamine (0.42 ml) in tetrahydrofuran (70 ml) was added ethyl chlorocarbonate (0.29 ml) under ice-cooling and the mixture was stirred at 0° C. for 1 hr and 20 min. To this solution was added a solution of sodium azide (0.2 g) in water (3 ml) under ice-cooling, and the mixture was stirred for 30 min and left standing overnight. The reaction mixture was poured into water and extracted with ethyl... Reaction conditions: temperature 0 celsius, time 20 minute. Starting materials: C[Mg]Br (methylmagnesium bromide), [N-]=[N+]=[N-].[Na+] (sodium azide), C1(=CC=CC=C1)N1CCN(CC1)CC1=CC=C(C=C1)C1(CC1)C(=O)O (4-((4-phenylpiperazin-1-yl)methyl)-phenylcyclopropanecarboxylic acid), C(OCC)(=O)Cl (ethyl chlorocarbonate). Starting materials: Cl.ClC1=C(C=CC=C1)CCNCCCCC(=O)C=1C=C2CCCN3C2=C(C1)CC3=O (8-(5-{[2-(2-chlorophenyl)ethyl]amino}pentanoyl)-5,6-dihydro-4H-pyrrolo[3,2,1-ij]quinolin-2 (1H)-one hydrochloride), Br (hydrobromic acid). Product: Br.ClC1=C(C=CC=C1)CCNCCCCC(=O)C=1C=C2CCCN3C2=C(C1)CC3=O (8-(5-{[2-(2-Chlorophenyl)ethyl]amino}pentanoyl)-5,6-dihydro-4H-pyrrolo[3,2,1-ij]quinolin-2 (1H)-one hydrobromide), crystals. RXN SMILES: Cl.[Cl:2][C:3]1[CH:8]=[CH:7][CH:6]=[CH:5][C:4]=1[CH2:9][CH2:10][NH:11][CH2:12][CH2:13][CH2:14][CH2:15][C:16]([C:18]1[CH:19]=[C:20]2[C:25]3=[C:26]([CH2:28][C:29](=[O:30])[N:24]3[CH2:23][CH2:22][CH2:21]2)[CH:27]=1)=[O:17].[BrH:31]>>[BrH:31].[Cl:2][C:3]1[CH:8]=[CH:7][CH:6]=[CH:5][C:4]=1[CH2:9][CH2:10][NH:11][CH2:12][CH2:13][CH2:14][CH2:15][C:16]([C:18]1[CH:19]=[C:20]2[C:25]3=[C:26]([CH2:28][C:29](=[O:30])[N:24]3[CH2:23][CH2:22][CH2:21]2)[CH:27]=1)=[O:17] |f:0.1,3.4|. Reported procedure: Using 8-(5-{[2-(2-chlorophenyl)ethyl]amino}pentanoyl)-5,6-dihydro-4H-pyrrolo[3,2,1-ij]quinolin-2 (1H)-one hydrochloride (205 mg, 0.5 mmol) obtained in Example 39 and 48% hydrobromic acid (84 mg, 0.5 mmol) according to the same method as that of Example 360, the title compound was obtained as colorless crystals (220 mg) having a melting point of 201 to 203° C. (dec).